Dataset: the Open Reaction Database (ORD), a public repository of structured organic reaction records. Task: describe an organic reaction: reactants, conditions, products, and yield The reactants are ClC1=C(OCCCOC2=CC=C(C=C2)C2=NOC(N2)=O)C(=CC(=C1)OCC=C(Cl)Cl)Cl (3-(4-{3-[2,6-dichloro-4-(3,3-dichloro-allyloxy)-phenoxy]-propoxy}-phenyl)-4H-[1,2,4]oxadiazol-5-one), P(=O)(Cl)(Cl)Cl (phosphorus oxychloride). The solvent is N1=CC=CC=C1 (pyridine). Product: ClC1=NC(=NO1)C1=CC=C(C=C1)OCCCOC1=C(C=C(C=C1Cl)OCC=C(Cl)Cl)Cl (5-chloro-3-(4-{3-[2,6-dichloro-4-(3,3-dichloro-allyloxy)-phenoxy]-propoxy}-phenyl)-[1,2,4]oxadiazole), compound 1.16. As a reaction SMILES: [Cl:1][C:2]1[CH:24]=[C:23]([O:25][CH2:26][CH:27]=[C:28]([Cl:30])[Cl:29])[CH:22]=[C:21]([Cl:31])[C:3]=1[O:4][CH2:5][CH2:6][CH2:7][O:8][C:9]1[CH:14]=[CH:13][C:12]([C:15]2[NH:19][C:18](=O)[O:17][N:16]=2)=[CH:11][CH:10]=1.P(Cl)(Cl)([Cl:34])=O>N1C=CC=CC=1>[Cl:34][C:18]1[O:17][N:16]=[C:15]([C:12]2[CH:11]=[CH:10][C:9]([O:8][CH2:7][CH2:6][CH2:5][O:4][C:3]3[C:21]([Cl:31])=[CH:22][C:23]([O:25][CH2:26][CH:27]=[C:28]([Cl:29])[Cl:30])=[CH:24][C:2]=3[Cl:1])=[CH:14][CH:13]=2)[N:19]=1. Procedure details: 90 mg of 3-(4-{3-[2,6-dichloro-4-(3,3-dichloro-allyloxy)-phenoxy]-propoxy}-phenyl)-4H-[1,2,4]oxadiazol-5-one, 14 mg of pyridine and 0.2 ml of phosphorus oxychloride are stirred for 14 hours at 130° C. The reaction mixture is poured onto ice-water and extracted with ethyl acetate. Concentration of the organic phase and purification over silica gel yield the title compound (compound 1.16). The reactants are COc1ccc2ncc(F)c(Br)c2n1, O=C([O-])[O-], COCCOC, [K+], [K+], O. The product is C=Cc1c(F)cnc2ccc(OC)nc12. Reaction SMILES: [Br:1][c:2]1[c:3]([F:14])[cH:4][n:5][c:6]2[cH:7][cH:8][c:9]([O:12][CH3:13])[n:10][c:11]12.[C:15](=[O:16])([O-:17])[O-:18].[CH3:21][O:22][CH2:23][CH2:24][O:25][CH3:26].[K+:19].[K+:20].[OH2:27]>>[c:2]1([CH:23]=[CH2:24])[c:3]([F:14])[cH:4][n:5][c:6]2[cH:7][cH:8][c:9]([O:12][CH3:13])[n:10][c:11]12. Starting materials: [O-]CC.[Na+] (Sodium ethoxide), C(C)OC(C(=O)OCC)C(=O)OCC (diethyl ethoxymalonate), Cl.ClC1=CC=C(C(=N)N)C=C1 (4-chlorobenzamidine hydrochloride). Run in C(C)O (ethanol), C(C)O (ethanol). Yields the product ClC1=CC=C(C=C1)C1=NC=C(C(N1)=O)C(=O)OCC (Ethyl 2-(4-chlorophenyl)-4-oxopyrimidine-5-carboxylate). RXN SMILES: [O-][CH2:2]C.[Na+].C(O[CH:8]([C:14]([O:16]CC)=O)[C:9]([O:11][CH2:12][CH3:13])=[O:10])C.Cl.[Cl:20][C:21]1[CH:29]=[CH:28][C:24]([C:25]([NH2:27])=[NH:26])=[CH:23][CH:22]=1>C(O)C>[Cl:20][C:21]1[CH:29]=[CH:28][C:24]([C:25]2[NH:27][C:14](=[O:16])[C:8]([C:9]([O:11][CH2:12][CH3:13])=[O:10])=[CH:2][N:26]=2)=[CH:23][CH:22]=1 |f:0.1,3.4|. Reported procedure: Sodium ethoxide (11.12 ml, 2 equiv) as a 21% w/v solution in ethanol was added dropwise to a suspension of diethyl ethoxymalonate (3.03 ml, 1 equiv) and 4-chlorobenzamidine hydrochloride (4.23 g, 1 equiv) in ethanol (30 ml), then the mixture was heated to reflux for 4 hours. After cooling, the solvent was removed in vacuo and the residue was triturated with ether. The solid was filtered off, then resuspended in water and acidified to pH 2. The product was filtered off, washed with water and drie... Reactants: C(CC)OC=1C=C(C=O)C=CC1OCCC (3,4-dipropoxybenzaldehyde), CO (methanol), [BH4-].[Na+] (sodium borohydride). Solvent: O (water). Conditions: temperature 0 celsius, time 30 minute. The product is C(CC)OC=1C=C(CO)C=CC1OCCC (3,4-dipropoxybenzyl alcohol). The yield is 92.7%. As a reaction SMILES: [CH2:1]([O:4][C:5]1[CH:6]=[C:7]([CH:10]=[CH:11][C:12]=1[O:13][CH2:14][CH2:15][CH3:16])[CH:8]=[O:9])[CH2:2][CH3:3].CO.[BH4-].[Na+]>O>[CH2:1]([O:4][C:5]1[CH:6]=[C:7]([CH:10]=[CH:11][C:12]=1[O:13][CH2:14][CH2:15][CH3:16])[CH2:8][OH:9])[CH2:2][CH3:3] |f:2.3|. Procedure: To a mixture of 3,4-dipropoxybenzaldehyde (6.65 g) and methanol (90 ml) was added sodium borohydride (1.13 g) at 0° C. The resulting mixture was stirred at 0° C. for 30 minutes. The reaction mixture was mixed with water and was extracted with ethyl acetate. The organic layer was washed with an aqueous saturated solution of sodium chloride and was dried with anhydrous magnesium sulfate. The solvent was evaporated under reduced pressure to obtain 3,4-dipropoxybenzyl alcohol (6.22 g) as a yellow oi... Starting materials: COc1cc(F)c(F)cc1Br, COc1ccc2c(C(=O)c3ccc(OCCN4CCCCC4)cc3)c(OS(=O)(=O)C(F)(F)F)ccc2c1, CC#N, [Cs+], [F-], [Pd], c1ccc(P(c2ccccc2)c2ccccc2)cc1. The product is COc1ccc2c(C(=O)c3ccc(OCCN4CCCCC4)cc3)c(-c3cc(F)c(F)cc3OC)ccc2c1. As a reaction SMILES: [Br:59][c:60]1[c:61]([O:68][CH3:69])[cH:62][c:63]([F:67])[c:64]([F:66])[cH:65]1.[CH3:1][O:2][c:3]1[cH:4][c:5]2[cH:6][cH:7][c:8]([O:30][S:31]([C:32]([F:33])([F:34])[F:35])(=[O:36])=[O:37])[c:9]([C:13]([c:14]3[cH:15][cH:16][c:17]([O:20][CH2:21][CH2:22][N:23]4[CH2:24][CH2:25][CH2:26][CH2:27][CH2:28]4)[cH:18][cH:19]3)=[O:29])[c:10]2[cH:11][cH:12]1.[CH3:71][C:72]#[N:73].[Cs+:58].[F-:57].[Pd:70].[c:38]1([P:39]([c:40]2[cH:41][cH:42][cH:43][cH:44][cH:45]2)[c:46]2[cH:47][cH:48][cH:49][cH:50][cH:51]2)[cH:52][cH:53][cH:54][cH:55][cH:56]1>>[CH3:1][O:2][c:3]1[cH:4][c:5]2[cH:6][cH:7][c:8](-[c:60]3[c:61]([O:68][CH3:69])[cH:62][c:63]([F:67])[c:64]([F:66])[cH:65]3)[c:9]([C:13]([c:14]3[cH:15][cH:16][c:17]([O:20][CH2:21][CH2:22][N:23]4[CH2:24][CH2:25][CH2:26][CH2:27][CH2:28]4)[cH:18][cH:19]3)=[O:29])[c:10]2[cH:11][cH:12]1.